Dataset: the Open Reaction Database (ORD), a public repository of structured organic reaction records. Task: describe an organic reaction: reactants, conditions, products, and yield Starting materials: FC1=CC=C(C=C1)COC1=C(C(=O)OC)C=C(C=C1)C=1C=NNC1 (methyl 2-{[(4-fluorophenyl)methyl]oxy}-5-(1H-pyrazol-4-yl)benzoate), COCCBr (2-bromoethyl methyl ether), C([O-])([O-])=O.[K+].[K+] (potassium carbonate). The product is FC1=CC=C(C=C1)COC1=C(C(=O)OC)C=C(C=C1)C=1C=NN(C1)CCOC (Methyl 2-{[(4-fluorophenyl)methyl]oxy}-5-{1-[2-(methyloxy)ethyl]-1H-pyrazol-4-yl}benzoate). Reaction SMILES: [F:1][C:2]1[CH:7]=[CH:6][C:5]([CH2:8][O:9][C:10]2[CH:19]=[CH:18][C:17]([C:20]3[CH:21]=[N:22][NH:23][CH:24]=3)=[CH:16][C:11]=2[C:12]([O:14][CH3:15])=[O:13])=[CH:4][CH:3]=1.[CH3:25][O:26][CH2:27][CH2:28]Br.C(=O)([O-])[O-].[K+].[K+]>>[F:1][C:2]1[CH:7]=[CH:6][C:5]([CH2:8][O:9][C:10]2[CH:19]=[CH:18][C:17]([C:20]3[CH:24]=[N:23][N:22]([CH2:28][CH2:27][O:26][CH3:25])[CH:21]=3)=[CH:16][C:11]=2[C:12]([O:14][CH3:15])=[O:13])=[CH:4][CH:3]=1 |f:2.3.4|. Procedure: To a solution of methyl 2-{[(4-fluorophenyl)methyl]oxy}-5-(1H-pyrazol-4-yl)benzoate (may be prepared as described in Description 115; 200 mg, 0.61 mmol) was added 2-bromoethyl methyl ether (0.10 ml, 1.23 mmol), potassium carbonate (254 mg, 1.84 mmol) and the reaction mixture was stirred at room temperature. The reaction mixture was then warmed to 50° C. for 5 hours. The reaction was filtered to remove the potassium carbonate, and the organics were evaporated on a buchi under reduced pressure. Th... Starting materials: ClC=1C(=C(C=CC1)NC1=NC=NC2=CC(=C(C=C12)CNCCOC)OC)F (N-(3-Chloro-2-fluorophenyl)-7-methoxy-6-{[(2-methoxyethyl)amino]methyl}quinazolin-4-amine), CCOC(=O)[C@H](C)OS(=O)(=O)C(F)(F)F (ethyl O-trifluoromethanesulfonyl-L-lactate). Product: ClC=1C(=C(C=CC1)NC1=NC=NC2=CC(=C(C=C12)CN([C@H](C)C(=O)O)CCOC)OC)F (N-({4-[(3-chloro-2-fluorophenyl)amino]-7-methoxyquinazolin-6-yl}methyl)-N-(2-methoxyethyl)-D-alanine). RXN SMILES: [Cl:1][C:2]1[C:3]([F:27])=[C:4]([NH:8][C:9]2[C:18]3[C:13](=[CH:14][C:15]([O:25][CH3:26])=[C:16]([CH2:19][NH:20][CH2:21][CH2:22][O:23][CH3:24])[CH:17]=3)[N:12]=[CH:11][N:10]=2)[CH:5]=[CH:6][CH:7]=1.CC[O:30][C:31]([C@@H:33](OS(C(F)(F)F)(=O)=O)[CH3:34])=[O:32]>>[Cl:1][C:2]1[C:3]([F:27])=[C:4]([NH:8][C:9]2[C:18]3[C:13](=[CH:14][C:15]([O:25][CH3:26])=[C:16]([CH2:19][N:20]([CH2:21][CH2:22][O:23][CH3:24])[C@@H:33]([C:31]([OH:32])=[O:30])[CH3:34])[CH:17]=3)[N:12]=[CH:11][N:10]=2)[CH:5]=[CH:6][CH:7]=1. Procedure: N-(3-Chloro-2-fluorophenyl)-7-methoxy-6-{[(2-methoxyethyl)amino]methyl}quinazolin-4-amine (prepared as described in Example 50) was coupled with ethyl O-trifluoromethanesulfonyl-L-lactate and hydrolysed using analogous methods to those described for the equivalent steps in Example 46 to give N-({4-[(3-chloro-2-fluorophenyl)amino]-7-methoxyquinazolin-6-yl}methyl)-N-(2-methoxyethyl)-D-alanine; 1H NMR Spectrum: (DMSO-d6) 1.28 (d, 3H); 2.85 (t, 2H); 3.13 (s, 3H); 3.34 (m, 2H); 3.56 (q, 1H); 3.93 (m,... Conditions: time 1 hour. Reported procedure: To a solution of 7-((benzyloxy)methyl)-7-(hydroxymethyl)-3-(4-methoxybenzyl)-1-oxa-3-azaspiro[4.5]decan-2-one (5.26 g, 12.36 mmol) in DCM (56 mL) at RT was added DIEA (4.32 mL, 24.7 mmol) and methanesulfonyl chloride (1.25 mL, 16.1 mmol). After 1 h, 2N HCl (100 mL) was added to the reaction. The layers were separated, and the aqueous layer was washed with DCM (100 mL). The combined organics were dried over sodium sulfate, filtered, and concentrated. The crude product was purified on a 80 g silic... The solvent is C(Cl)Cl (DCM). Starting materials: C(C1=CC=CC=C1)OCC1(CC2(CN(C(O2)=O)CC2=CC=C(C=C2)OC)CCC1)CO (7-((benzyloxy)methyl)-7-(hydroxymethyl)-3-(4-methoxybenzyl)-1-oxa-3-azaspiro[4.5]decan-2-one), CCN(C(C)C)C(C)C (DIEA), CS(=O)(=O)Cl (methanesulfonyl chloride), Cl (HCl). Product: CS(=O)(=O)OCC1(CC2(CN(C(O2)=O)CC2=CC=C(C=C2)OC)CCC1)COCC1=CC=CC=C1 ((3-{[4-(Methyloxy)phenyl]methyl}-2-oxo-7-{[(phenylmethyl)oxy]methyl}-1-oxa-3-azaspiro[4.5]dec-7-yl)methyl methanesulfonate). Yield: 91.7%. As a reaction SMILES: [CH2:1]([O:8][CH2:9][C:10]1([CH2:30][OH:31])[CH2:29][CH2:28][CH2:27][C:12]2([O:16][C:15](=[O:17])[N:14]([CH2:18][C:19]3[CH:24]=[CH:23][C:22]([O:25][CH3:26])=[CH:21][CH:20]=3)[CH2:13]2)[CH2:11]1)[C:2]1[CH:7]=[CH:6][CH:5]=[CH:4][CH:3]=1.CCN(C(C)C)C(C)C.[CH3:41][S:42](Cl)(=[O:44])=[O:43].Cl>C(Cl)Cl>[CH3:41][S:42]([O:31][CH2:30][C:10]1([CH2:9][O:8][CH2:1][C:2]2[CH:7]=[CH:6][CH:5]=[CH:4][CH:3]=2)[CH2:29][CH2:28][CH2:27][C:12]2([O:16][C:15](=[O:17])[N:14]([CH2:18][C:19]3[CH:24]=[CH:23][C:22]([O:25][CH3:26])=[CH:21][CH:20]=3)[CH2:13]2)[CH2:11]1)(=[O:44])=[O:43]. Reactants: O1CCOC2=C1C=CC=C2OCCN=[N+]=[N-] (2-(2,3-dihydrobenzo[1,4]dioxin-5-yloxy)ethylazide), C1(=CC=CC=C1)P(C1=CC=CC=C1)C1=CC=CC=C1 (triphenylphosphine). Run in O (water), O1CCCC1 (tetrahydrofuran). Reaction conditions: time 18 hour. Yields the product O1CCOC2=C1C=CC=C2OCCN (2-(2,3-Dihydrobenzo[1,4]dioxin-5-yloxy)ethylamine). Isolated yield 61.8%. RXN SMILES: [O:1]1[C:6]2[CH:7]=[CH:8][CH:9]=[C:10]([O:11][CH2:12][CH2:13][N:14]=[N+]=[N-])[C:5]=2[O:4][CH2:3][CH2:2]1.C1(P(C2C=CC=CC=2)C2C=CC=CC=2)C=CC=CC=1>O1CCCC1.O>[O:1]1[C:6]2[CH:7]=[CH:8][CH:9]=[C:10]([O:11][CH2:12][CH2:13][NH2:14])[C:5]=2[O:4][CH2:3][CH2:2]1. Reported procedure: A solution of 2-(2,3-dihydrobenzo[1,4]dioxin-5-yloxy)ethylazide (3.43 g, 0.016 mol) and triphenylphosphine (6.3 g, 0.023 mol) in tetrahydrofuran (50 ml) and water (2 ml) was allowed to stir for 18 hours at room temperature. The solvent was removed under vacuum. Chromatography (30% methanol-methylene chloride plus ammonium hydroxide) afford 1.93 g (62%) of product as a yellow oil. MS FAB m/e 196 (M+H)+ Starting materials: N1(CC(C(CCC1)=O)=O)C(=O)OCC (ethyl hexahydroazepine-3,4-dione-1-carboxylate), N1(CCC(C(CC1)=O)=O)C(=O)OCC (ethyl hexahydroazepine-4,5-dione-1-carboxylate), Br.Br.NCC(=N)N (2-amino-acetamidine dihydrobromide). Yields the product C(C)OC(=O)N1CCC2=C(CC1)N=CC(=N2)N (Ethyl-2-amino-6,7,8,9-tetrahydro-5H-pyrazino[2,3-d]azepine-7-carboxylate). As a reaction SMILES: [N:1]1([C:10]([O:12][CH2:13][CH3:14])=[O:11])[CH2:7][CH2:6][CH2:5][C:4](=O)[C:3](=O)[CH2:2]1.N1(C(OCC)=O)CCC(=O)C(=O)CC1.Br.Br.[NH2:31][CH2:32][C:33]([NH2:35])=[NH:34]>>[CH2:13]([O:12][C:10]([N:1]1[CH2:7][CH2:6][C:5]2[N:31]=[CH:32][C:33]([NH2:35])=[N:34][C:4]=2[CH2:3][CH2:2]1)=[O:11])[CH3:14] |f:2.3.4|. Procedure details: This compound was prepared analogous to Example 13 by reacting a mixture of ethyl hexahydroazepine-3,4-dione-1-carboxylate and ethyl hexahydroazepine-4,5-dione-1-carboxylate (prepared from ethyl hexahydroazepine-4-one-1-carboxylate by selenium dioxide oxidation) with 2-amino-acetamidine dihydrobromide. Starting materials: CC(=O)O, [I-], [K+], O=N[O-], CC1(C)C=C(c2ccc(N)cn2)c2cc(C#N)ccc2O1, [Na+], [Na+], [OH-], O. Yields the product CC1(C)C=C(c2ccc(I)cn2)c2cc(C#N)ccc2O1. Reaction SMILES: [CH3:30][C:31](=[O:32])[OH:33].[I-:27].[K+:26].[N:22]([O-:23])=[O:24].[NH2:1][c:2]1[cH:3][cH:4][c:5]([C:8]2=[CH:9][C:10]([CH3:20])([CH3:21])[O:11][c:12]3[c:13]2[cH:14][c:15]([C:18]#[N:19])[cH:16][cH:17]3)[n:6][cH:7]1.[Na+:25].[Na+:29].[OH-:28].[OH2:34]>>[c:2]1([I:27])[cH:3][cH:4][c:5]([C:8]2=[CH:9][C:10]([CH3:20])([CH3:21])[O:11][c:12]3[c:13]2[cH:14][c:15]([C:18]#[N:19])[cH:16][cH:17]3)[n:6][cH:7]1. Starting materials: CCOCC (ether), NC1=C(C(=NN1C1=C(C=C(C=C1Cl)C(F)(F)F)Cl)C#N)I (5-amino-3-cyano-1-(2,6-dichloro-4-trifluoromethylphenyl)-4-iodopyrazole), C(O)([O-])=O.[Na+] (sodium hydrogen carbonate), BrC1=CC=C(C=C1)B(O)O (4-bromophenylboronic acid). Reagents/catalysts: C=1C=CC(=CC1)[P](C=2C=CC=CC2)(C=3C=CC=CC3)[Pd]([P](C=4C=CC=CC4)(C=5C=CC=CC5)C=6C=CC=CC6)([P](C=7C=CC=CC7)(C=8C=CC=CC8)C=9C=CC=CC9)[P](C=1C=CC=CC1)(C=1C=CC=CC1)C=1C=CC=CC1 (tetrakis(triphenylphosphine)palladium(0)). Solvent: O (water), C1(=CC=CC=C1)C (toluene), C(C)O (ethanol). Reaction conditions: time 8 hour. Yields the product NC1=C(C(=NN1C1=C(C=C(C=C1Cl)C(F)(F)F)Cl)C#N)C1=CC=C(C=C1)Br (5-Amino-4-(4-bromophenyl)-3-cyano-1-(2,6-dichloro-4-trifluoromethylphenyl)pyrazole). RXN SMILES: [NH2:1][C:2]1[N:6]([C:7]2[C:12]([Cl:13])=[CH:11][C:10]([C:14]([F:17])([F:16])[F:15])=[CH:9][C:8]=2[Cl:18])[N:5]=[C:4]([C:19]#[N:20])[C:3]=1I.C(=O)([O-])O.[Na+].[Br:27][C:28]1[CH:33]=[CH:32][C:31](B(O)O)=[CH:30][CH:29]=1.CCOCC>C1(C)C=CC=CC=1.C(O)C.C1C=CC([P]([Pd]([P](C2C=CC=CC=2)(C2C=CC=CC=2)C2C=CC=CC=2)([P](C2C=CC=CC=2)(C2C=CC=CC=2)C2C=CC=CC=2)[P](C2C=CC=CC=2)(C2C=CC=CC=2)C2C=CC=CC=2)(C2C=CC=CC=2)C2C=CC=CC=2)=CC=1.O>[NH2:1][C:2]1[N:6]([C:7]2[C:12]([Cl:13])=[CH:11][C:10]([C:14]([F:17])([F:16])[F:15])=[CH:9][C:8]=2[Cl:18])[N:5]=[C:4]([C:19]#[N:20])[C:3]=1[C:31]1[CH:32]=[CH:33][C:28]([Br:27])=[CH:29][CH:30]=1 |f:1.2,^1:55,57,76,95|. Procedure: To a rapidly stirred solution of 5-amino-3-cyano-1-(2,6-dichloro-4-trifluoromethylphenyl)-4-iodopyrazole (0.25 g) in toluene (2 ml) containing tetrakis(triphenylphosphine)palladium(0) (0.02 g) was added saturated aqueous sodium hydrogen carbonate solution (1 ml) and a solution of 4-bromophenylboronic acid (0.25 g) in ethanol (1 ml). The mixture was heated under reflux for 1 hour, then left at room temperature overnight and then poured into ether (25 ml) and water (25 ml). The organic layer was s...